Dataset: the Open Reaction Database (ORD), a public repository of structured organic reaction records. Task: describe an organic reaction: reactants, conditions, products, and yield Reactants: C[C@@H]1CNC[C@@H](O1)C (2,6-cis-dimethylmorpholine), C(C)(C)(C)C1=CC(=C(C=C1)CC(CBr)C)Cl (3-(p-tert-butyl-o-chlorophenyl)-2-methylpropyl bromide), crude product. Run in C(C)#N (acetonitrile), C(Cl)Cl (methylene chloride). Product: C(C)(C)(C)C1=CC(=C(C=C1)CC(CN1C[C@H](O[C@H](C1)C)C)C)Cl (N-[3-(p-tert-butyl-o-chlorophenyl)-2-methylpropyl]-2,6-cis-dimethylmorpholine). Isolated yield 65.0%. As a reaction SMILES: [CH3:1][C@H:2]1[O:7][C@@H:6]([CH3:8])[CH2:5][NH:4][CH2:3]1.[C:9]([C:13]1[CH:18]=[CH:17][C:16]([CH2:19][CH:20]([CH3:23])[CH2:21]Br)=[C:15]([Cl:24])[CH:14]=1)([CH3:12])([CH3:11])[CH3:10]>C(#N)C.C(Cl)Cl>[C:9]([C:13]1[CH:18]=[CH:17][C:16]([CH2:19][CH:20]([CH3:21])[CH2:23][N:4]2[CH2:5][C@H:6]([CH3:8])[O:7][C@H:2]([CH3:1])[CH2:3]2)=[C:15]([Cl:24])[CH:14]=1)([CH3:12])([CH3:11])[CH3:10]. Reported procedure: A solution of 23 g of 2,6-cis-dimethylmorpholine and 30.4 g of 3-(p-tert-butyl-o-chlorophenyl)-2-methylpropyl bromide in 150 ml of acetonitrile is refluxed for 4 hours. The crude product is dissolved in methylene chloride, the solution is washed with water, aqueous sodium bicarbonate solution and again with water, and dried over Na2SO4, the solvent is evaporated and the residue is distilled. There is obtained 22 g of N-[3-(p-tert-butyl-o-chlorophenyl)-2-methylpropyl]-2,6-cis-dimethylmorpholine (... Yields the product NC1=NC(=C(C=C1F)Cl)F (2-amino-5-chloro-3,6-difluoropyridine). Reagents/catalysts: [Pd] (palladium on carbon). The solvent is C(C)N(CC)CC (triethylamine). Reported procedure: To 25 ml of methanol were added 2.7 g of 2-amino-4-bromo-5-chloro-3,6-difluoropyridine and 1.15 g of triethylamine together with 0.145 g of 10% palladium on carbon, and the mixture was hydrogenated at room temperature for 1.5 hours. The catalyst was separated by filtration, and the solvent and the like were distilled off under reduced pressure. To the residue was added 50 ml of chloroform, and the mixture was washed with 30 ml of distilled water. The chloroform layer was dried over anhydrous mag... Starting materials: CO (methanol), NC1=NC(=C(C(=C1F)Br)Cl)F (2-amino-4-bromo-5-chloro-3,6-difluoropyridine). As a reaction SMILES: CO.[NH2:3][C:4]1[C:9]([F:10])=[C:8](Br)[C:7]([Cl:12])=[C:6]([F:13])[N:5]=1>[Pd].C(N(CC)CC)C>[NH2:3][C:4]1[C:9]([F:10])=[CH:8][C:7]([Cl:12])=[C:6]([F:13])[N:5]=1. Conditions: time 1.5 hour. Yield: 88.8%. Reactants: C(C=1C(N)=CC=CC1)#N (anthranilonitrile), C1CCC(=O)C2=CC=CC=C2C1 (1-benzosuberone), B(F)(F)F.CCOCC (boron trifluoride etherate), [OH-].[Na+] (sodium hydroxide). The solvent is C1(=CC=CC=C1)C (toluene), C(C)(=O)OCC (ethyl acetate). The product is hydrochloride salt, C1=CC=CC=2CCCC=3C(=NC4=CC=CC=C4C3N)C21 (6,7-dihydro-5H-benzo[6,7]cyclohepta[1,2-b]quinolin-8-amine). The yield is 86.1%. As a reaction SMILES: [C:1](#[N:9])[C:2]1[C:3](=[CH:5][CH:6]=[CH:7][CH:8]=1)[NH2:4].[CH2:10]1[CH2:21][C:20]2[C:15](=[CH:16][CH:17]=[CH:18][CH:19]=2)[C:13](=O)[CH2:12][CH2:11]1.B(F)(F)F.CCOCC.[OH-].[Na+]>C1(C)C=CC=CC=1.C(OCC)(=O)C>[CH:16]1[C:15]2[C:13]3=[N:4][C:3]4[C:2]([C:1]([NH2:9])=[C:12]3[CH2:11][CH2:10][CH2:21][C:20]=2[CH:19]=[CH:18][CH:17]=1)=[CH:8][CH:7]=[CH:6][CH:5]=4 |f:2.3,4.5|. Reported procedure: To a solution of anthranilonitrile (0.69 g, 5.8 mmol) and 1-benzosuberone (1.03 g, 0.96 mL, 6.4 mmol) in 25 mL anhydrous toluene was added boron trifluoride etherate (0.91 g, 0.81 mL, 6.4 mmol) slowly via syringe under a nitrogen atmosphere. The reaction was heated to reflux for 22 h. After cooling, sodium hydroxide solution (25 mL, 2 M, 50 mmol) was added. The reaction was heated to reflux for 23 h. After cooling, the reaction was diluted with ethyl acetate, washed with water (3×50 mL), brine (... Reactants: COC(C1=C(C(=CC(=C1)Cl)C)O)=O (5-chloro-2-hydroxy-3-methyl-benzoic acid methyl ester), EtOAc heptanes, C(=O)([O-])[O-].[K+].[K+] (K2CO3), BrC1CCC1 (bromocyclobutane). Solvent: CN(C=O)C (N,N-dimethylformamide). Conditions: temperature 37 celsius, time 12 day. The product is COC(C1=C(C(=CC(=C1)Cl)C)OC1CCC1)=O (5-Chloro-2-cyclobutoxy-3-methyl-benzoic acid methyl ester). Isolated yield 67.6%. RXN SMILES: [CH3:1][O:2][C:3](=[O:13])[C:4]1[CH:9]=[C:8]([Cl:10])[CH:7]=[C:6]([CH3:11])[C:5]=1[OH:12].C([O-])([O-])=O.[K+].[K+].Br[CH:21]1[CH2:24][CH2:23][CH2:22]1>CN(C)C=O>[CH3:1][O:2][C:3](=[O:13])[C:4]1[CH:9]=[C:8]([Cl:10])[CH:7]=[C:6]([CH3:11])[C:5]=1[O:12][CH:21]1[CH2:24][CH2:23][CH2:22]1 |f:1.2.3|. Procedure: A 100 mL round bottom flask is charged with 5-chloro-2-hydroxy-3-methyl-benzoic acid methyl ester (0.92 g, 4.59 mmol). Dry N,N-dimethylformamide (DMF, 15 mL) and a stirring bar are added. Stirring is initiated. After dissolution, K2SO4 (1.90 g, 13.76 mmol) and bromocyclobutane (0.65 mL, 6.88 mmol) are added. After 12 days, tlc analysis (silica, 25% EtOAc/heptanes) indicated a slight consumption of starting material and the appearance of a UV positive spot with a slightly higher Rf value. The rea...